Dataset: the Open Reaction Database (ORD), a public repository of structured organic reaction records. Task: describe an organic reaction: reactants, conditions, products, and yield The reactants are [Li]C(C)CC (s-BuLi), C1CCCCC1 (cyclohexane), C(=O)=O.CC(=O)C (dry-ice acetone), C(C)NC(=O)C1=CSC=C1 (N-ethyl-3-thiophenecarboxamide), CN(C)CCN(C)C (TMEDA), C[Si](C)(C)Cl (TMSCl). The solvent is C1CCOC1 (THF). Reaction conditions: temperature -78 celsius, time 30 minute. Yields the product C(C)NC(=O)C1=C(SC=C1)[Si](C)(C)C (N-Ethyl-2-(trimethylsilyl)-3-thiophenecarboxamide). Yield: 28.0%. Reaction SMILES: [Li]C(CC)C.C1CCCCC1.C(=O)=O.CC(C)=O.[CH2:19]([NH:21][C:22]([C:24]1[CH:28]=[CH:27][S:26][CH:25]=1)=[O:23])[CH3:20].CN(CCN(C)C)C.[CH3:37][Si:38](Cl)([CH3:40])[CH3:39]>C1COCC1>[CH2:19]([NH:21][C:22]([C:24]1[CH:28]=[CH:27][S:26][C:25]=1[Si:38]([CH3:40])([CH3:39])[CH3:37])=[O:23])[CH3:20] |f:2.3|. Procedure: 1.3M s-BuLi in cyclohexane (37.23 mL, 48.4 mmol) was added dropwise to a dry-ice/acetone cooled solution of N-ethyl-3-thiophenecarboxamide (3.41 g, 22 mmol) and TMEDA (5.62 g, 48.4 mmol) in THF (100 mL). After stirring for 30 min at -78° C., TMSCl (5.26 g, 48.4 mmol) was added in a single portion. The reaction was allowed to slowly warm to -10° C. over 1 h, then was quenched with dilute aq citric acid and extracted with ethyl acetate (3X). The combined organic solutions were dried (MgSO4), conce...